From a dataset of the Open Reaction Database (ORD), a public repository of structured organic reaction records. describe an organic reaction: reactants, conditions, products, and yield Starting materials: CO, Cl, [Na+], [OH-], CCCCCC(C)(O)CC=CC1C(C)OC(=O)N1CCSc1nc(C(=O)OCCCC)cs1. The product is CCCCCC(C)(O)CC=CC1C(C)OC(=O)N1CCSc1nc(C(=O)O)cs1. RXN SMILES: [CH3:37][OH:38].[ClH:36].[Na+:35].[OH-:34].[OH:1][C:2]([CH2:3][CH:4]=[CH:5][CH:6]1[N:7]([CH2:13][CH2:14][S:15][c:16]2[s:17][cH:18][c:19]([C:21](=[O:22])[O:23][CH2:24][CH2:25][CH2:26][CH3:27])[n:20]2)[C:8](=[O:12])[O:9][CH:10]1[CH3:11])([CH2:28][CH2:29][CH2:30][CH2:31][CH3:32])[CH3:33]>>[OH:1][C:2]([CH2:3][CH:4]=[CH:5][CH:6]1[N:7]([CH2:13][CH2:14][S:15][c:16]2[s:17][cH:18][c:19]([C:21](=[O:22])[OH:23])[n:20]2)[C:8](=[O:12])[O:9][CH:10]1[CH3:11])([CH2:28][CH2:29][CH2:30][CH2:31][CH3:32])[CH3:33]. Starting materials: CCC(Br)C(=O)Nc1ncc(Cc2ccccc2Cl)s1, C1CCNCC1, CN(C)C=O. Product: CCC(C(=O)Nc1ncc(Cc2ccccc2Cl)s1)N1CCCCC1. As a reaction SMILES: [Br:1][CH:2]([C:3](=[O:4])[NH:5][c:6]1[s:7][c:8]([CH2:11][c:12]2[c:13]([Cl:18])[cH:14][cH:15][cH:16][cH:17]2)[cH:9][n:10]1)[CH2:19][CH3:20].[CH2:21]1[CH2:22][CH2:23][NH:24][CH2:25][CH2:26]1.[CH3:27][N:28]([CH3:29])[CH:30]=[O:31]>>[CH:2]([C:3](=[O:4])[NH:5][c:6]1[s:7][c:8]([CH2:11][c:12]2[c:13]([Cl:18])[cH:14][cH:15][cH:16][cH:17]2)[cH:9][n:10]1)([CH2:19][CH3:20])[N:24]1[CH2:23][CH2:22][CH2:21][CH2:26][CH2:25]1.